From a dataset of the Open Reaction Database (ORD), a public repository of structured organic reaction records. describe an organic reaction: reactants, conditions, products, and yield Reactants: CC(C)=O, OCC1Cc2c(cc(Cl)c3c(-c4ccccc4F)noc23)O1, O=[Cr](=O)=O, O, O=S(=O)(O)O. Product: O=C(O)C1Cc2c(cc(Cl)c3c(-c4ccccc4F)noc23)O1. As a reaction SMILES: [CH3:33][C:34](=[O:35])[CH3:36].[Cl:1][c:2]1[cH:3][c:4]2[c:5]([c:6]3[c:7]1[c:8](-[c:11]1[c:12]([F:17])[cH:13][cH:14][cH:15][cH:16]1)[n:9][o:10]3)[CH2:18][CH:19]([CH2:21][OH:22])[O:20]2.[O:23]=[Cr:24](=[O:25])=[O:26].[OH2:27].[S:28](=[O:29])(=[O:30])([OH:31])[OH:32]>>[Cl:1][c:2]1[cH:3][c:4]2[c:5]([c:6]3[c:7]1[c:8](-[c:11]1[c:12]([F:17])[cH:13][cH:14][cH:15][cH:16]1)[n:9][o:10]3)[CH2:18][CH:19]([C:21](=[O:22])[OH:23])[O:20]2. The reactants are [H][H] (hydrogen), 85, CC1N(CCN(C1)CC1=CC=CC=C1)C(=O)OC(C)(C)C ((1,1-dimethylethyl) 2-methyl-4-(phenylmethyl)-1-piperazinecarboxylate). Reagents/catalysts: [Pd] (palladium-on-charcoal). Run in CO (methanol). Product: 55, CC1N(CCNC1)C(=O)OC(C)(C)C ((1,1-dimethylethyl) 2-methyl-1-piperazinecarboxylate). The yield is 94.6%. As a reaction SMILES: [CH3:1][CH:2]1[CH2:7][N:6](CC2C=CC=CC=2)[CH2:5][CH2:4][N:3]1[C:15]([O:17][C:18]([CH3:21])([CH3:20])[CH3:19])=[O:16].[H][H]>[Pd].CO>[CH3:1][CH:2]1[CH2:7][NH:6][CH2:5][CH2:4][N:3]1[C:15]([O:17][C:18]([CH3:19])([CH3:21])[CH3:20])=[O:16]. Reported procedure: A mixture of 85 parts of (1,1-dimethylethyl) 2-methyl-4-(phenylmethyl)-1-piperazinecarboxylate and 400 parts of methanol was hydrogenated at normal pressure and at room temperature with 3 parts of palladium-on-charcoal catalyst 10%. After the calculated amount of hydrogen was taken up, the catalyst was filtered off and the filtrate was evaporated, yielding 55 parts (94.6%) of (1,1-dimethylethyl) 2-methyl-1-piperazinecarboxylate as a residue (int. 42). The reactants are [BH3-]C#N, CC(=O)O, CC(OCC1(c2ccc(F)cc2)CCN(C(=O)OC(C)(C)C)CC1)c1cc(Cl)cc2c(Cl)n[nH]c12, [Na+], O=C(O)C(F)(F)F. Product: CC(OCC1(c2ccc(F)cc2)CCN(C)CC1)c1cc(Cl)cc2c(Cl)n[nH]c12. Reaction SMILES: [C:36]([BH3-:37])#[N:38].[CH3:40][C:41](=[O:42])[OH:43].[Cl:1][c:2]1[n:3][nH:4][c:5]2[c:6]([CH:12]([CH3:13])[O:14][CH2:15][C:16]3([c:29]4[cH:30][cH:31][c:32]([F:35])[cH:33][cH:34]4)[CH2:17][CH2:18][N:19]([C:22]([O:23][C:24]([CH3:25])([CH3:26])[CH3:27])=[O:28])[CH2:20][CH2:21]3)[cH:7][c:8]([Cl:11])[cH:9][c:10]12.[Na+:39].[OH:44][C:45]([C:46]([F:47])([F:48])[F:49])=[O:50]>>[Cl:1][c:2]1[n:3][nH:4][c:5]2[c:6]([CH:12]([CH3:13])[O:14][CH2:15][C:16]3([c:29]4[cH:30][cH:31][c:32]([F:35])[cH:33][cH:34]4)[CH2:17][CH2:18][N:19]([CH3:22])[CH2:20][CH2:21]3)[cH:7][c:8]([Cl:11])[cH:9][c:10]12. Reactants: C(\C=C\CCCCCCC)(=O)O (trans-2-decenoic acid), C(CCCC)N (amylamine). Yields the product C(CCCC)NC(\C=C\CCCCCCC)=O ((E)-N-pentyl dec-2-enamide). Reaction SMILES: [C:1]([OH:12])(=O)/[CH:2]=[CH:3]/[CH2:4][CH2:5][CH2:6][CH2:7][CH2:8][CH2:9][CH3:10].[CH2:13]([NH2:18])[CH2:14][CH2:15][CH2:16][CH3:17]>>[CH2:13]([NH:18][C:1](=[O:12])/[CH:2]=[CH:3]/[CH2:4][CH2:5][CH2:6][CH2:7][CH2:8][CH2:9][CH3:10])[CH2:14][CH2:15][CH2:16][CH3:17]. Procedure details: The same operation as in Example 1-1 or 1-2 was carried out using trans-2-decenoic acid and amylamine as starting materials to give the aimed compound.